Dataset: the Open Reaction Database (ORD), a public repository of structured organic reaction records. Task: describe an organic reaction: reactants, conditions, products, and yield Reactants: Cl.CN(CCCN=C=NCC)C (1-(3-dimethylaminopropyl)-3-ethylcarbodiimide hydrochloride), OC1=CC=C(C=C1)CCC(=O)O (3-(4-hydroxyphenyl)propanoic acid), Cl.NC[C@H](O)C1=CC(=CC=C1)Cl ((1R)-2-amino-1-(3-chlorophenyl)ethanol hydrochloride), ON1N=NC2=C1C=CC=C2 (1-hydroxybenzotriazole). The solvent is CN(C=O)C (N,N-dimethylformamide). Conditions: time 3 hour. The product is ClC=1C=C(C=CC1)[C@H](CNC(CCC1=CC=C(C=C1)O)=O)O (N-[(2R)-2-(3-chlorophenyl)-2-hydroxyethyl]-3-(4-hydroxyphenyl)propanamide). Yield: 40.2%. RXN SMILES: [OH:1][C:2]1[CH:7]=[CH:6][C:5]([CH2:8][CH2:9][C:10]([OH:12])=O)=[CH:4][CH:3]=1.Cl.[NH2:14][CH2:15][C@@H:16]([C:18]1[CH:23]=[CH:22][CH:21]=[C:20]([Cl:24])[CH:19]=1)[OH:17].ON1C2C=CC=CC=2N=N1.Cl.CN(C)CCCN=C=NCC>CN(C)C=O>[Cl:24][C:20]1[CH:19]=[C:18]([C@@H:16]([OH:17])[CH2:15][NH:14][C:10](=[O:12])[CH2:9][CH2:8][C:5]2[CH:4]=[CH:3][C:2]([OH:1])=[CH:7][CH:6]=2)[CH:23]=[CH:22][CH:21]=1 |f:1.2,4.5|. Procedure: To a mixture of 3-(4-hydroxyphenyl)propanoic acid (15.0 g), (1R)-2-amino-1-(3-chlorophenyl)ethanol hydrochloride (18.8 g), and 1-hydroxybenzotriazole (14.6 g) in N,N-dimethylformamide (100 ml) was added 1-(3-dimethylaminopropyl)-3-ethylcarbodiimide hydrochloride (26.0 g), and the mixture was stirred at room temperature for 3 hours. The mixture was partitioned between ethyl acetate and water. The organic layer was separated, washed successively with sodium bicarbonate solution and brine, dried ov... RXN SMILES: [Br:1][c:2]1[c:3]2[cH:4][cH:5][cH:6][n:7][c:8]2[c:9]([OH:23])[c:10]([C:12](=[O:13])[NH:14][CH2:15][c:16]2[cH:17][cH:18][c:19]([F:22])[cH:20][cH:21]2)[n:11]1.[CH3:24][N:25]1[C:26](=[O:31])[CH2:27][NH:28][CH2:29][CH2:30]1.[CH3:48][N:49]1[CH2:50][CH2:51][CH2:52][N:53]([CH3:54])[C:55]1=[O:56].[CH:32]([N:33]([CH:34]([CH3:35])[CH3:36])[CH2:37][CH3:38])([CH3:39])[CH3:40].[F:41][C:42]([F:43])([F:44])[C:45]([OH:46])=[O:47]>>[c:2]1([N:28]2[CH2:27][C:26](=[O:31])[N:25]([CH3:24])[CH2:30][CH2:29]2)[c:3]2[cH:4][cH:5][cH:6][n:7][c:8]2[c:9]([OH:23])[c:10]([C:12](=[O:13])[NH:14][CH2:15][c:16]2[cH:17][cH:18][c:19]([F:22])[cH:20][cH:21]2)[n:11]1. Product: CN1CCN(c2nc(C(=O)NCc3ccc(F)cc3)c(O)c3ncccc23)CC1=O. Reactants: O=C(NCc1ccc(F)cc1)c1nc(Br)c2cccnc2c1O, CN1CCNCC1=O, CN1CCCN(C)C1=O, CCN(C(C)C)C(C)C, O=C(O)C(F)(F)F. Starting materials: O1C=NC=C1C1=NC=CC=C1 (2-(oxazol-5-yl)pyridine), C(CCCCCCCCCCC)(=O)Cl (Lauroyl chloride), [Li]CCCC (n-BuLi). The reagents and catalysts are [Cl-].[Cl-].[Zn+2] (ZnCl2). Solvent: C1CCOC1 (THF), CCOC(=O)C (EtOAc). Reaction conditions: time 20 minute. Product: EtOAc-hexanes, N1=C(C=CC=C1)C1=CN=C(O1)C(CCCCCCCCCCC)=O (1-(5-(pyridin-2-yl)oxazol-2-yl)dodecan-1-one). Yield: 52.9%. Reaction SMILES: [O:1]1[C:5]([C:6]2[CH:11]=[CH:10][CH:9]=[CH:8][N:7]=2)=[CH:4][N:3]=[CH:2]1.[Li]CCCC.[C:17](Cl)(=[O:29])[CH2:18][CH2:19][CH2:20][CH2:21][CH2:22][CH2:23][CH2:24][CH2:25][CH2:26][CH2:27][CH3:28]>C1COCC1.CCOC(C)=O.[Cl-].[Cl-].[Zn+2]>[N:7]1[CH:8]=[CH:9][CH:10]=[CH:11][C:6]=1[C:5]1[O:1][C:2]([C:17](=[O:29])[CH2:18][CH2:19][CH2:20][CH2:21][CH2:22][CH2:23][CH2:24][CH2:25][CH2:26][CH2:27][CH3:28])=[N:3][CH:4]=1 |f:5.6.7|. Procedure: (185) A solution of 2-(oxazol-5-yl)pyridine (102 mg, 0.70 mmol) in anhydrous THF (5 mL) cooled to −75° C. under N2 was treated with n-BuLi (2.5 M in hexanes, 1.1 equiv, 0.77 mmol, 0.31 mL), and stirred for 20 min. ZnCl2 (0.5 M in THF, 2.0 equiv, 1.40 mmol, 2.8 mL) was added at −75° C., and stirred for 45 min at 0° C. Cul (1.0 equiv, 0.70 mmol, 133 mg) was added, and the solution was stirred for 10 min at 0° C. Lauroyl chloride (2 equiv, 1.4 mmol, 306 mg, 0.32 mL) was added and the solution was s... Reactants: FC=1C=C(C(=O)NC2=CC=C(C3=CC=CC=C23)OC2=NC(=NC=C2)S(=O)(=O)C)C=C(C1)N1CCOCC1 (3-fluoro-N-(4-{[2-(methylsulfonyl)pyrimidin-4-yl]oxy}-1-naphthyl)-5-morpholin-4-ylbenzamide), COCCNC ((2-methoxy-ethyl)-methylamine). Yields the product FC=1C=C(C(=O)NC2=CC=C(C3=CC=CC=C23)OC2=NC(=NC=C2)N(C)CCOC)C=C(C1)N1CCOCC1 (3-Fluoro-N-[4-({2-[(2-methoxyethyl)(methyl)amino]pyrimidin-4-yl}oxy)-1-naphthyl]-5-morpholin-4-ylbenzamide). Reaction SMILES: [F:1][C:2]1[CH:3]=[C:4]([CH:29]=[C:30]([N:32]2[CH2:37][CH2:36][O:35][CH2:34][CH2:33]2)[CH:31]=1)[C:5]([NH:7][C:8]1[C:17]2[C:12](=[CH:13][CH:14]=[CH:15][CH:16]=2)[C:11]([O:18][C:19]2[CH:24]=[CH:23][N:22]=[C:21](S(C)(=O)=O)[N:20]=2)=[CH:10][CH:9]=1)=[O:6].[CH3:38][O:39][CH2:40][CH2:41][NH:42][CH3:43]>>[F:1][C:2]1[CH:3]=[C:4]([CH:29]=[C:30]([N:32]2[CH2:37][CH2:36][O:35][CH2:34][CH2:33]2)[CH:31]=1)[C:5]([NH:7][C:8]1[C:17]2[C:12](=[CH:13][CH:14]=[CH:15][CH:16]=2)[C:11]([O:18][C:19]2[CH:24]=[CH:23][N:22]=[C:21]([N:42]([CH2:41][CH2:40][O:39][CH3:38])[CH3:43])[N:20]=2)=[CH:10][CH:9]=1)=[O:6]. Reported procedure: Compound is prepared from 3-fluoro-N-(4-{[2-(methylsulfonyl)pyrimidin-4-yl]oxy}-1-naphthyl)-5-morpholin-4-ylbenzamide and (2-methoxy-ethyl)-methylamine according to conditions described in general procedure C. Mp: 96-98° C.; 1H NMR (400 MHz, DMSO-d6) δ 2.90-3.15 (m, 4 H), 3.27 (t, J=4.8 Hz, 4 H), 3.20-3.40 (m, 6 H), 3.77 (t, J=4.8 Hz, 4 H), 6.28 (s, 1H), 7.05 (d, J=12.4 Hz, 1H), 7.27 (d, J=8.7 Hz, 1H), 7.43-7.62 (m, 5 H), 7.82 (s, 1H), 8.00 (d, J=7.7 Hz, 1H), 8.26 (d, J=5.1Hz, 1H), 10.47 (s, 1H)... The reactants are B(Br)(Br)Br (boron tribromide), C(C)N(C(=O)C1=CC=C(CC2=C(C=CC=C2)OC)C=C1)CC (2-(4-diethylcarbamoylbenzyl)anisole), ice. Solvent: ClCCl (dichloromethane). Reaction conditions: time 3 hour. The product is C(C)N(C(=O)C1=CC=C(CC2=C(C=CC=C2)O)C=C1)CC (2-(4-Diethylcarbamoylbenzyl)phenol). Isolated yield 79.0%. Reaction SMILES: [CH2:1]([N:3]([CH2:21][CH3:22])[C:4]([C:6]1[CH:20]=[CH:19][C:9]([CH2:10][C:11]2[CH:16]=[CH:15][CH:14]=[CH:13][C:12]=2[O:17]C)=[CH:8][CH:7]=1)=[O:5])[CH3:2].B(Br)(Br)Br>ClCCl>[CH2:21]([N:3]([CH2:1][CH3:2])[C:4]([C:6]1[CH:20]=[CH:19][C:9]([CH2:10][C:11]2[CH:16]=[CH:15][CH:14]=[CH:13][C:12]=2[OH:17])=[CH:8][CH:7]=1)=[O:5])[CH3:22]. Procedure details: The obtained 2-(4-diethylcarbamoylbenzyl)anisole was dissolved in dichloromethane (280 ml), added with boron tribromide (25.0 g) and stirred at room temperature for 3 hours. After the reaction mixture was slowly poured into ice (300 g) with ice cooling to quench the reaction and the layers were separated, the aqueous layer was extracted with dichloromethane (300 ml). The organic layer was dried over anhydrous magnesium sulfate, and then the solvent was evaporated under reduced pressure. The resi...